Dataset: the Open Reaction Database (ORD), a public repository of structured organic reaction records. Task: describe an organic reaction: reactants, conditions, products, and yield Reactants: S(N)(=O)(=O)C=1C(=CSC1)C(=O)OC (methyl 4-sulfamoylthiophene-3-carboxylate). Solvent: C[O-].[Na+] (sodium methylate). Product: O=C1NS(C=2C1=CSC2)(=O)=O (2,3-dihydro-3-oxothieno-[3,4-d]-isothiazole-1,1-dioxide). Reaction SMILES: [S:1]([C:5]1[C:6]([C:10]([O:12]C)=O)=[CH:7][S:8][CH:9]=1)(=[O:4])(=[O:3])[NH2:2]>C[O-].[Na+]>[O:12]=[C:10]1[C:6]2=[CH:7][S:8][CH:9]=[C:5]2[S:1](=[O:4])(=[O:3])[NH:2]1 |f:1.2|. Procedure: 31.6 g (0.143 mole) of methyl 4-sulfamoylthiophene-3-carboxylate (IX; R1 =H; R=CH3) is refluxed for 20 hours in 150 ml of 1N methanolic sodium methylate solution. The methanol is evaporated, the residue taken up in water, and the aqueous phase extracted with methylene chloride and acidified with concentrated hydrochloric acid; the product precipitates as crystals. It may be recrystallized from water or ethanol. Starting materials: ClC1=C(C=CC(=C1)I)NS(=O)(=O)C (N-(2-chloro-4-iodophenyl)methanesulfonamide), CN(C=O)C (N,N-dimethyl formamide). Reagents/catalysts: [C-]#N.[Zn+2].[C-]#N (zinc(II)cyanide), C1(=CC=CC=C1)P(C1=CC=CC=C1)C1=CC=CC=C1.C1(=CC=CC=C1)P(C1=CC=CC=C1)C1=CC=CC=C1.C1(=CC=CC=C1)P(C1=CC=CC=C1)C1=CC=CC=C1.C1(=CC=CC=C1)P(C1=CC=CC=C1)C1=CC=CC=C1.[Pd] (palladium(0) tetrakis(triphenyl phosphine)). The solvent is C(C)(=O)OCC (ethyl acetate), C1(=CC=CC=C1)C (toluene), solution. Conditions: temperature 90 celsius. Yields the product ClC1=C(C=CC(=C1)C#N)NS(=O)(=O)C (N-(2-chloro-4-cyanophenyl)methanesulfonamide). Yield: 88.0%. RXN SMILES: [Cl:1][C:2]1[CH:7]=[C:6](I)[CH:5]=[CH:4][C:3]=1[NH:9][S:10]([CH3:13])(=[O:12])=[O:11].[CH3:14][N:15](C)C=O>C(OCC)(=O)C.C1(C)C=CC=CC=1.[C-]#N.[Zn+2].[C-]#N.C1(P(C2C=CC=CC=2)C2C=CC=CC=2)C=CC=CC=1.C1(P(C2C=CC=CC=2)C2C=CC=CC=2)C=CC=CC=1.C1(P(C2C=CC=CC=2)C2C=CC=CC=2)C=CC=CC=1.C1(P(C2C=CC=CC=2)C2C=CC=CC=2)C=CC=CC=1.[Pd]>[Cl:1][C:2]1[CH:7]=[C:6]([C:14]#[N:15])[CH:5]=[CH:4][C:3]=1[NH:9][S:10]([CH3:13])(=[O:12])=[O:11] |f:4.5.6,7.8.9.10.11|. Procedure details: A mixture of N-(2-chloro-4-iodophenyl)methanesulfonamide (4.4 g, 13.3 mmol, Industrie Chimique Belge 1974, 39, 490–500), zinc(II)cyanide (1.95 g, 16.6 mmol) and palladium(0) tetrakis(triphenyl phosphine) (1.53 g, 1.33 mmol) in N,N-dimethyl formamide (DMF) (30 ml) was heated at 90° C. for 1.5 hours. Then, the mixture was diluted with ethyl acetate and toluene (8:1) solution (250 ml) and washed with water, brine, dried over sodium sulfate. Then, filtration, evaporation to remove solvent gave the c... Reactants: C1CCC2=NCCCN2CC1 (DBU), COC(CCCC(C1C[C@H]2[C@H](C[C@H]([C@@H]2\C=C\[C@H](CCCCCCl)O)O)O1)Br)=O ((13E)-(5RS,6RS,9α,11α,15S)-5-bromo-6,9-epoxy-11,15-dihydroxy-20-chloroprost-13-enoic acid methyl ester), Cl (hydrochloric acid), P(=O)([O-])([O-])[O-] (phosphate). Run in C1(=CC=CC=C1)C (toluene). Conditions: temperature 50 celsius, time 1 hour. Yields the product COC(CCC\C=C/1\C[C@H]2[C@H](C[C@H]([C@@H]2\C=C\[C@H](CCCCCCl)O)O)O1)=O ((5Z,13E)-(9α,11α,15S)-6,9-Epoxy-11,15-dihydroxy-20-chloroprosta-5,13-dienoic acid methyl ester). The yield is 36.1%. Reaction SMILES: C1CCN2C(=NCCC2)CC1.[CH3:12][O:13][C:14](=[O:39])[CH2:15][CH2:16][CH2:17][CH:18](Br)[CH:19]1[O:37][C@H:22]2[CH2:23][C@@H:24]([OH:36])[C@H:25](/[CH:26]=[CH:27]/[C@@H:28]([OH:35])[CH2:29][CH2:30][CH2:31][CH2:32][CH2:33][Cl:34])[C@H:21]2[CH2:20]1.Cl.P([O-])([O-])([O-])=O>C1(C)C=CC=CC=1>[CH3:12][O:13][C:14](=[O:39])[CH2:15][CH2:16][CH2:17]/[CH:18]=[C:19]1/[CH2:20][C@@H:21]2[C@@H:25](/[CH:26]=[CH:27]/[C@@H:28]([OH:35])[CH2:29][CH2:30][CH2:31][CH2:32][CH2:33][Cl:34])[C@H:24]([OH:36])[CH2:23][C@@H:22]2[O:37]/1. Procedure: Under an atmosphere of nitrogen, 0.1 ml of DBU was added to a solution of 50 mg of (13E)-(5RS,6RS,9α,11α,15S)-5-bromo-6,9-epoxy-11,15-dihydroxy-20-chloroprost-13-enoic acid methyl ester (prepared as described in Example 3) in 0.2 ml of toluene. The mixture was stirred at 50° C. for 1 hour, then at 70° C. for 1.5 hours and then cooled to 0° C. To the reaction mixture were added 0.5 ml of 1 N hydrochloric acid and 0.5 ml of phosphate buffer solution (pH 6.86) with cooling to 0° C. The reaction mix...